Dataset: the Open Reaction Database (ORD), a public repository of structured organic reaction records. Task: describe an organic reaction: reactants, conditions, products, and yield Reactants: FC1=CC=C(COC2=CC=C(C=CC(=O)[O-])C=C2)C=C1 (4-(4-fluorobenzyloxy)cinnamate), C(C(=O)Cl)(=O)Cl (oxalyl chloride). Product: FC1=CC=C(COC2=CC=C(C=CC(=O)Cl)C=C2)C=C1 (4-(4-fluorobenzyloxy)cinnamoyl chloride). RXN SMILES: [F:1][C:2]1[CH:20]=[CH:19][C:5]([CH2:6][O:7][C:8]2[CH:18]=[CH:17][C:11]([CH:12]=[CH:13][C:14]([O-])=[O:15])=[CH:10][CH:9]=2)=[CH:4][CH:3]=1.C(Cl)(=O)C([Cl:24])=O>>[F:1][C:2]1[CH:20]=[CH:19][C:5]([CH2:6][O:7][C:8]2[CH:18]=[CH:17][C:11]([CH:12]=[CH:13][C:14]([Cl:24])=[O:15])=[CH:10][CH:9]=2)=[CH:4][CH:3]=1. Procedure: 7.34 g (0.027 mol) of 4-(4-fluorobenzyloxy)cinnamate and 15.0 ml of oxalyl chloride were placed in a 100 ml flask that was provided with a cooling tube, and allowed to react for 4 hours at 70° C. The excess oxalyl chloride was removed under reduced pressure, to obtain 4-(4-fluorobenzyloxy)cinnamoyl chloride. After confirming the compound's structure with IR and NMR, it was immediately used in the following reaction.